From a dataset of the Open Reaction Database (ORD), a public repository of structured organic reaction records. describe an organic reaction: reactants, conditions, products, and yield Reactants: C(C(=O)Cl)(=O)Cl (oxalyl chloride), CS(=O)C (DMSO), COC(=O)C1N(CCC(C1)O)C(=O)OC(C)(C)C (4-hydroxy-piperidine-1,2-dicarboxylic acid 1-tert-butyl ester 2-methyl ester), OS(=O)(=O)[O-].[Na+] (NaHSO4). The solvent is C(Cl)Cl (CH2Cl2), ClCCl (dichloromethane), CCN(CC)CC (Et3N). Reaction conditions: temperature -78 celsius, time 1 hour. Yields the product COC(=O)C1N(CCC(C1)=O)C(=O)OC(C)(C)C (4-Oxo-piperidine-1,2-dicarboxylic acid 1-tert-butyl ester 2-methyl ester). The yield is 88.2%. Reaction SMILES: C(Cl)(=O)C(Cl)=O.CS(C)=O.[CH3:11][O:12][C:13]([CH:15]1[CH2:20][CH:19]([OH:21])[CH2:18][CH2:17][N:16]1[C:22]([O:24][C:25]([CH3:28])([CH3:27])[CH3:26])=[O:23])=[O:14].OS([O-])(=O)=O.[Na+]>C(Cl)Cl.CCN(CC)CC>[CH3:11][O:12][C:13]([CH:15]1[CH2:20][C:19](=[O:21])[CH2:18][CH2:17][N:16]1[C:22]([O:24][C:25]([CH3:28])([CH3:27])[CH3:26])=[O:23])=[O:14] |f:3.4|. Procedure: To a mixture of oxalyl chloride ((15 mL, 30 mmol, 2 M dichloromethane) in CH2Cl2 (100 mL) cooled to −78° C. was added DMSO (4.5 mL, 63.4 mmol). The mixture was stirred at this temperature for 1 h, after which 4-hydroxy-piperidine-1,2-dicarboxylic acid 1-tert-butyl ester 2-methyl ester (2.0 g, 7.71 mmol dissolved in CH2Cl2) as added. The mixture stirred for a further 1 h and Et3N (20 mL) was then added and the mixture stirred for another 30 min. The mixture was then allowed to warm to −40° C. and... The reactants are Cl.CC(C)NCCSC1=CC=CC2=CC=CC=C12 (1-methyl-N-[2-(1-naphthalenylthio)ethyl]ethanamine hydrochloride), B1(OO1)[O-].O.O.O.O.[Na+] (sodium perborate tetrahydrate), [OH-].[Na+] (sodium hydroxide). Solvent: S(O)(O)(=O)=O (sulfuric acid). Yields the product Cl.CC(C)NCCS(=O)C1=CC=CC2=CC=CC=C12 (1-Methyl-N-[2-(1-naphthalenesulfinyl)ethyl]ethanamine, hydrochloride). Yield: 8.6%. RXN SMILES: [ClH:1].[CH3:2][CH:3]([NH:5][CH2:6][CH2:7][S:8][C:9]1[C:18]2[C:13](=[CH:14][CH:15]=[CH:16][CH:17]=2)[CH:12]=[CH:11][CH:10]=1)[CH3:4].B1([O-])O[O:20]1.O.O.O.O.[Na+].[OH-].[Na+]>S(=O)(=O)(O)O>[ClH:1].[CH3:4][CH:3]([NH:5][CH2:6][CH2:7][S:8]([C:9]1[C:18]2[C:13](=[CH:14][CH:15]=[CH:16][CH:17]=2)[CH:12]=[CH:11][CH:10]=1)=[O:20])[CH3:2] |f:0.1,2.3.4.5.6.7,8.9,11.12|. Procedure: A solution of 12.0 g (0.043 mole) of 1-methyl-N-[2-(1-naphthalenylthio)ethyl]ethanamine hydrochloride and 19.7 g (0.028 mole) of sodium perborate tetrahydrate in 500 ml of 2N sulfuric acid was stirred overnight at room temperature. The solution was poured over ice and the mixture was made alkaline with 50% sodium hydroxide and then extracted with chloroform. The chloroform layer was evaporated to give a dark-brown oil, the free base of the title compound, which crystallized at room temperature. ... The reactants are NC1=NC=C(C#N)C(=C1)Cl (6-Amino-4-chloronicotinonitrile), O1C(CC1)CO (oxetan-2-ylmethanol), intermediate 34. The product is NC1=NC=C(C#N)C(=C1)OCC1OCC1 ((racemic) 6-amino-4-(oxetan-2-ylmethoxy)nicotinonitrile). As a reaction SMILES: [NH2:1][C:2]1[CH:9]=[C:8](Cl)[C:5]([C:6]#[N:7])=[CH:4][N:3]=1.[O:11]1[CH2:14][CH2:13][CH:12]1[CH2:15][OH:16]>>[NH2:1][C:2]1[CH:9]=[C:8]([O:16][CH2:15][CH:12]2[CH2:13][CH2:14][O:11]2)[C:5]([C:6]#[N:7])=[CH:4][N:3]=1. Procedure details: From intermediate 16 and oxetan-2-ylmethanol, reacted in an analogous manner to the preparation of intermediate 34. (UPLC-MS 3) tR 0.45 min; ESI-MS 206.1 [M+H]+. Reactants: ice, ON1C(=O)CCC1=O (HOSu), C1CCC(CC1)N=C=NC2CCCCC2 (DCC), N1[C@H](CO)CCC1 (L-prolinol), C(C)(C)(C)OC(=O)N[C@@H](CO)C(=O)O (t-butyloxycarbonylserine). The solvent is C1CCOC1 (THF), C1CCOC1 (THF). Run at temperature 4 celsius, time 21 hour. Yields the product C(C)(C)(C)OC(=O)N[C@@H](CO)C(=O)N1[C@H](C=O)CCC1 (t-butyloxycarbonyl-seryl-prolinal). As a reaction SMILES: [C:1]([O:5][C:6]([NH:8][C@H:9]([C:12]([OH:14])=O)[CH2:10][OH:11])=[O:7])([CH3:4])([CH3:3])[CH3:2].ON1C(=O)CCC1=O.C1CCC(N=C=NC2CCCCC2)CC1.[NH:38]1[CH2:44][CH2:43][CH2:42][C@H:39]1[CH2:40][OH:41]>C1COCC1>[C:1]([O:5][C:6]([NH:8][C@H:9]([C:12]([N:38]1[CH2:44][CH2:43][CH2:42][C@H:39]1[CH:40]=[O:41])=[O:14])[CH2:10][OH:11])=[O:7])([CH3:2])([CH3:3])[CH3:4]. Procedure: In 200 ml of THF was dissolved 20.5 g of t-butyloxycarbonylserine. To this solution were added under cooling with edible salt and ice 11.5 g of HOSu and 20.6 g of DCC, and the mixture was stirred for 21 hours at 4° C. The reaction liquid was filtered and the filtrate was evaporated whereby a semi-solid substance was obtained. This substance was recrystallized from chloroform to obtain a white solid substance which was then dissolved in 450 ml of THF. To this solution was added 18.0 g of L-prolin... The product is BrC=1C=C2C=CC(=CC2=CC1)C1=CC2=C(OC3=C2C=CC=C3)C=C1 (2-(6-bromonaphthalen-2-yl)dibenzofuran). Reported procedure: 2-(6-bromonaphthalen-2-yl)dibenzofuran was synthesized in the same manner as in the synthesis of 4-(4-bromophenyl)dibenzofuran except that 2,6-dibromonaphthalene was used instead of 4-bromoiodobenzene. Reaction SMILES: BrC1C=CC([C:8]2[C:13]3[O:14][C:15]4[CH:20]=[CH:19][CH:18]=[CH:17][C:16]=4[C:12]=3[CH:11]=[CH:10][CH:9]=2)=CC=1.Br[C:22]1[CH:31]=[CH:30][C:29]2[C:24](=[CH:25][CH:26]=[C:27]([Br:32])[CH:28]=2)[CH:23]=1>>[Br:32][C:27]1[CH:28]=[C:29]2[C:24](=[CH:25][CH:26]=1)[CH:23]=[C:22]([C:18]1[CH:19]=[CH:20][C:15]3[O:14][C:13]4[CH:8]=[CH:9][CH:10]=[CH:11][C:12]=4[C:16]=3[CH:17]=1)[CH:31]=[CH:30]2. Starting materials: BrC1=CC=C(C=C1)C1=CC=CC2=C1OC1=C2C=CC=C1 (4-(4-bromophenyl)dibenzofuran), BrC1=CC2=CC=C(C=C2C=C1)Br (2,6-dibromonaphthalene).